From a dataset of the Open Reaction Database (ORD), a public repository of structured organic reaction records. describe an organic reaction: reactants, conditions, products, and yield Reactants: ClC1=C(C(=CC=C1)Cl)CCC1=NOC(=C1CO)C(C)C ([3-[2-(2,6-dichlorophenyl)ethyl]-5-(1-methylethyl)-4-isoxazolyl]methanol), OC1=CC=C(C=C1)C=1C=C2C=CC(=CC2=CC1)C(=O)OC (methyl 6-(4-hydroxyphenyl)-2-naphthalenecarboxylate), C1(=CC=CC=C1)P(C1=CC=CC=C1)C1=CC=CC=C1 (triphenyl phosphine), N(=NC(=O)OC(C)C)C(=O)OC(C)C (diisopropyl azodicarboxylate). Run in C1(=CC=CC=C1)C (toluene). Conditions: temperature 80 celsius. Yields the product ClC1=C(C(=CC=C1)Cl)CCC1=NOC(=C1COC1=CC=C(C=C1)C=1C=C2C=CC(=CC2=CC1)C(=O)OC)C(C)C (Methyl 6-[4-({[3-[2-(2,6-dichlorophenyl)ethyl]-5-(1-methylethyl)-4-isoxazolyl]methyl}oxy)phenyl]-2-naphthalenecarboxylate). Isolated yield 24.5%. As a reaction SMILES: [Cl:1][C:2]1[CH:7]=[CH:6][CH:5]=[C:4]([Cl:8])[C:3]=1[CH2:9][CH2:10][C:11]1[C:15]([CH2:16][OH:17])=[C:14]([CH:18]([CH3:20])[CH3:19])[O:13][N:12]=1.O[C:22]1[CH:27]=[CH:26][C:25]([C:28]2[CH:29]=[C:30]3[C:35](=[CH:36][CH:37]=2)[CH:34]=[C:33]([C:38]([O:40][CH3:41])=[O:39])[CH:32]=[CH:31]3)=[CH:24][CH:23]=1.C1(P(C2C=CC=CC=2)C2C=CC=CC=2)C=CC=CC=1.N(C(OC(C)C)=O)=NC(OC(C)C)=O>C1(C)C=CC=CC=1>[Cl:1][C:2]1[CH:7]=[CH:6][CH:5]=[C:4]([Cl:8])[C:3]=1[CH2:9][CH2:10][C:11]1[C:15]([CH2:16][O:17][C:22]2[CH:23]=[CH:24][C:25]([C:28]3[CH:29]=[C:30]4[C:35](=[CH:36][CH:37]=3)[CH:34]=[C:33]([C:38]([O:40][CH3:41])=[O:39])[CH:32]=[CH:31]4)=[CH:26][CH:27]=2)=[C:14]([CH:18]([CH3:20])[CH3:19])[O:13][N:12]=1. Procedure details: A solution of [3-[2-(2,6-dichlorophenyl)ethyl]-5-(1-methylethyl)-4-isoxazolyl]methanol (0.085 g, 0.27 mmol), methyl 6-(4-hydroxyphenyl)-2-naphthalenecarboxylate (0.075 g, 0.27 mmol), triphenyl phosphine (0.071 g, 0.27 mmol) and diisopropyl azodicarboxylate (0.049 mL, 0.27 mmol) in toluene (2.7 mL) was placed in microwave reaction tube and heated to 80° C. for 1000 seconds. The solution was concentrated and the residue dissolved in a solution of ethyl acetate and methanol, filtered and concentrat... Reactants: Br, COC(=O)C1CCCN(C(=O)OCc2ccccc2)N1C(=O)C(Br)CBr, CC(=O)O. Yields the product COC(=O)C1CCCN2CC(Br)C(=O)N12. RXN SMILES: [BrH:27].[CH2:1]([O:2][C:3](=[O:5])[N:11]1[N:12]([C:21]([CH:22]([CH2:23][Br:4])[Br:25])=[O:26])[CH:13]([C:17](=[O:18])[O:19][CH3:20])[CH2:14][CH2:15][CH2:16]1)[c:6]1[cH:7][cH:8][cH:9][cH:10][cH:24]1.[CH3:28][C:29](=[O:30])[OH:31]>>[N:11]12[N:12]([CH:13]([C:17](=[O:18])[O:19][CH3:20])[CH2:14][CH2:15][CH2:16]1)[C:21](=[O:26])[CH:22]([Br:25])[CH2:23]2. RXN SMILES: [Br-:18].[C:19](#[C:20][CH3:21])[Mg+:22].[CH2:23]1[O:24][CH2:25][CH2:26][CH2:27]1.[Cl:1][c:2]1[cH:3][c:4]2[c:5]([nH:6][c:7]([C:9]([C:10]([F:11])([F:12])[F:13])=[O:14])[n:8]2)[cH:15][c:16]1[Cl:17].[Cl:28][CH2:29][Cl:30]>>[Cl:1][c:2]1[cH:3][c:4]2[c:5]([n:6][c:7]([C:9]([C:10]([F:11])([F:12])[F:13])([OH:14])[C:19]#[C:20][CH3:21])[nH:8]2)[cH:15][c:16]1[Cl:17]. The reactants are [Br-], CC#C[Mg+], C1CCOC1, O=C(c1nc2cc(Cl)c(Cl)cc2[nH]1)C(F)(F)F, ClCCl. The product is CC#CC(O)(c1nc2cc(Cl)c(Cl)cc2[nH]1)C(F)(F)F. Reactants: C(C)(C)(C)OC(=O)N[C@@H]1CC[C@H](CC1)OC1=C2C(=CN=CC2=CC=C1)C=C (trans-N-(tert-butoxycarbonyl)-4-[(4-vinyl-5-isoquinolyl)oxy]cyclohexylamine), Cl.CO (hydrogen chloride methanol). Product: Cl.C(=C)C1=CN=CC2=CC=CC(=C12)O[C@@H]1CC[C@H](CC1)N (trans-4-[(4-vinyl-5-isoquinolyl)oxy]cyclohexylamine hydrochloride). Reaction SMILES: C(OC([NH:8][C@H:9]1[CH2:14][CH2:13][C@H:12]([O:15][C:16]2[CH:25]=[CH:24][CH:23]=[C:22]3[C:17]=2[C:18]([CH:26]=[CH2:27])=[CH:19][N:20]=[CH:21]3)[CH2:11][CH2:10]1)=O)(C)(C)C.[ClH:28].CO>>[ClH:28].[CH:26]([C:18]1[C:17]2[C:22](=[CH:23][CH:24]=[CH:25][C:16]=2[O:15][C@H:12]2[CH2:13][CH2:14][C@H:9]([NH2:8])[CH2:10][CH2:11]2)[CH:21]=[N:20][CH:19]=1)=[CH2:27] |f:1.2,3.4|. Reported procedure: According to the method of Example 1, Step C, deprotection was performed (room temperature, 2 hours) by using Intermediate 124 (83.9 mg) and 10% hydrogen chloride/methanol solution (2 ml). The solvent was evaporated under reduced pressure, and the residue was added with methanol (0.5 ml) and diethyl ether (1.5 ml). The deposited precipitates were collected by filtration and washed with diethyl ether to obtain the title compound (63.3 mg). Starting materials: ClC1=CC(=NC2=CC=CC=C12)C1=CC(=C(C=C1)Cl)Cl (4-chloro-2-(3,4-dichloro-phenyl)-quinoline), NCC(CN)O (1,3-diamino-2-propanol). Product: Cl.NCC(CNC1=CC(=NC2=CC=CC=C12)C1=CC(=C(C=C1)Cl)Cl)O ((RS)-1-Amino-3-[2-(3,4-dichloro-phenyl)-quinolin-4-ylamino]-propan-2-ol hydrochloride). Reaction SMILES: [Cl:1][C:2]1[C:11]2[C:6](=[CH:7][CH:8]=[CH:9][CH:10]=2)[N:5]=[C:4]([C:12]2[CH:17]=[CH:16][C:15]([Cl:18])=[C:14]([Cl:19])[CH:13]=2)[CH:3]=1.[NH2:20][CH2:21][CH:22]([OH:25])[CH2:23][NH2:24]>>[ClH:1].[NH2:20][CH2:21][CH:22]([OH:25])[CH2:23][NH:24][C:2]1[C:11]2[C:6](=[CH:7][CH:8]=[CH:9][CH:10]=2)[N:5]=[C:4]([C:12]2[CH:17]=[CH:16][C:15]([Cl:18])=[C:14]([Cl:19])[CH:13]=2)[CH:3]=1 |f:2.3|. Procedure: The title compound, m.p. 230-24° C., and MS: m/e=362.1 (M+H+), was prepared from 4-chloro-2-(3,4-dichloro-phenyl)-quinoline and 1,3-diamino-2-propanol. The reactants are C1(CCCC1)C[C@@H](C(=O)N1C(OC[C@@H]1CC1=CC=CC=C1)=O)CO ((4S)-3-[(2R)-3-Cyclopentyl-2-(hydroxymethyl)propanoyl]-4-(phenylmethyl)-1,3-oxazolidin-2-one), O.[OH-].[Li+] (lithium hydroxide monohydrate), OO (Hydrogen peroxide). Solvent: C1CCOC1 (THF), O (water). Conditions: temperature 0 celsius, time 8 hour. The product is C1(CCCC1)C[C@@H](C(=O)O)CO ((2R)-3-cyclopentyl-2-(hydroxymethyl)propanoic acid), oil. Isolated yield 100.0%. RXN SMILES: [CH:1]1([CH2:6][C@H:7]([CH2:23][OH:24])[C:8](N2[C@@H](CC3C=CC=CC=3)COC2=O)=[O:9])[CH2:5][CH2:4][CH2:3][CH2:2]1.[OH:25]O.O.[OH-].[Li+]>C1COCC1.O>[CH:1]1([CH2:6][C@H:7]([CH2:23][OH:24])[C:8]([OH:9])=[O:25])[CH2:2][CH2:3][CH2:4][CH2:5]1 |f:2.3.4|. Procedure: (4S)-3-[(2R)-3-Cyclopentyl-2-(hydroxymethyl)propanoyl]-4-(phenylmethyl)-1,3-oxazolidin-2-one (33.1 g, 0.1 mol) was stirred in a mixture of THF (330 mL) and water (55 mL) and cooled to 0° C. 30% Hydrogen peroxide (96 mL, 1 mol) was added, followed by lithium hydroxide monohydrate (8.4 g, 0.2 mol). The reaction was warmed to room temperature, and then stirred overnight. The THF was removed by rotary evaporation. The aqueous residue was washed with dichloromethane (3×100 mL), was acidified with 6N ... Reactants: ClCCl, CC(=O)c1ccccc1N, O=C1CCC(=O)N1Br, O, O=S(=O)(O)O. The product is CC(=O)c1cc(Br)ccc1N. As a reaction SMILES: [Cl:25][CH2:26][Cl:27].[NH2:1][c:2]1[c:3]([C:8]([CH3:9])=[O:10])[cH:4][cH:5][cH:6][cH:7]1.[O:11]=[C:12]1[N:13]([Br:18])[C:14](=[O:15])[CH2:16][CH2:17]1.[OH2:24].[S:19](=[O:20])(=[O:21])([OH:22])[OH:23]>>[NH2:1][c:2]1[c:3]([C:8]([CH3:9])=[O:10])[cH:4][c:5]([Br:18])[cH:6][cH:7]1.